This data is from the Open Reaction Database (ORD), a public repository of structured organic reaction records. The task is: describe an organic reaction: reactants, conditions, products, and yield The reactants are CC1CCC2=C(C=CS2)C1=O (5-methyl-6,7-dihydro-1-benzothiophen-4(5H)-one), N1=C2C(=CC=C1)C(CC2)=O (6,7-dihydro-5H-cyclopenta[b]pyridin-5-one), ICC (iodoethane). The product is C(C)C1CC=2C(=NC=CC2)C1=O (6-ethyl-5,6-dihydro-7H-cyclopenta[b]pyridin-7-one). Reaction SMILES: [CH3:1][CH:2]1[C:10](=[O:11])[C:6]2[CH:7]=[CH:8]S[C:5]=2[CH2:4][CH2:3]1.[N:12]1C=CC=C2C(=O)CC[C:13]=12.ICC>>[CH2:7]([CH:6]1[C:10](=[O:11])[C:13]2=[N:12][CH:1]=[CH:2][CH:3]=[C:4]2[CH2:5]1)[CH3:8]. Procedure: Following the procedure for the preparation of 5-methyl-6,7-dihydro-1-benzothiophen-4(5H)-one but substituting 6,7-dihydro-5H-cyclopenta[b]pyridin-5-one and iodoethane, and making non-critical variations provided the title compound as a oil: